This data is from the Open Reaction Database (ORD), a public repository of structured organic reaction records. The task is: describe an organic reaction: reactants, conditions, products, and yield Reactants: N1CCC(CC1)NC(=O)C=1C(=CC=CC1)C1=CC=C(C=C1)C (4′-methyl-biphenyl-2-carboxylic acid-piperidin-4-ylamide), BrCCCC(CC(=O)OC)(C1=CC=CC=C1)CC (methyl 5-bromo-2-ethyl-2-phenyl-pentanecarboxylate). The product is Br.C(C)C(CC(=O)OC)(CCCN1CCC(CC1)NC(=O)C=1C(=CC=CC1)C1=CC=C(C=C1)C)C1=CC=CC=C1 (methyl 2-ethyl-2-phenyl-5-{4-[(4′-methyl-biphenyl-2-carbonyl)-amino]-piperidin-1-yl}-pentanecarboxylate-hydrobromide). Reaction SMILES: [NH:1]1[CH2:6][CH2:5][CH:4]([NH:7][C:8]([C:10]2[C:11]([C:16]3[CH:21]=[CH:20][C:19]([CH3:22])=[CH:18][CH:17]=3)=[CH:12][CH:13]=[CH:14][CH:15]=2)=[O:9])[CH2:3][CH2:2]1.[Br:23][CH2:24][CH2:25][CH2:26][C:27]([CH2:39][CH3:40])([C:33]1[CH:38]=[CH:37][CH:36]=[CH:35][CH:34]=1)[CH2:28][C:29]([O:31][CH3:32])=[O:30]>>[BrH:23].[CH2:39]([C:27]([C:33]1[CH:38]=[CH:37][CH:36]=[CH:35][CH:34]=1)([CH2:26][CH2:25][CH2:24][N:1]1[CH2:6][CH2:5][CH:4]([NH:7][C:8]([C:10]2[C:11]([C:16]3[CH:21]=[CH:20][C:19]([CH3:22])=[CH:18][CH:17]=3)=[CH:12][CH:13]=[CH:14][CH:15]=2)=[O:9])[CH2:3][CH2:2]1)[CH2:28][C:29]([O:31][CH3:32])=[O:30])[CH3:40] |f:2.3|. Procedure: Prepared from 4′-methyl-biphenyl-2-carboxylic acid-piperidin-4-ylamide and methyl 5-bromo-2-ethyl-2-phenyl-pentanecarboxylate. The reactants are CC(C)(C)OC(=O)N1CCC(=O)CC1, CC(=O)O[BH-](OC(C)=O)OC(C)=O, CC(=O)O, CCOC(C)=O, NCc1ccc(Cl)cc1, ClCCCl, [Na+]. Yields the product CC(C)(C)OC(=O)N1CCC(NCc2ccc(Cl)cc2)CC1. As a reaction SMILES: [C:10]([CH3:11])([CH3:12])([CH3:13])[O:14][C:15](=[O:16])[N:17]1[CH2:18][CH2:19][C:20](=[O:23])[CH2:21][CH2:22]1.[C:28]([O:29][BH-:30]([O:31][C:32](=[O:33])[CH3:34])[O:35][C:36](=[O:37])[CH3:38])(=[O:39])[CH3:40].[CH3:24][C:25](=[O:26])[OH:27].[CH3:46][CH2:47][O:48][C:49](=[O:50])[CH3:51].[Cl:1][c:2]1[cH:3][cH:4][c:5]([CH2:6][NH2:7])[cH:8][cH:9]1.[Cl:42][CH2:43][CH2:44][Cl:45].[Na+:41]>>[Cl:1][c:2]1[cH:3][cH:4][c:5]([CH2:6][NH:7][CH:20]2[CH2:19][CH2:18][N:17]([C:15]([O:14][C:10]([CH3:11])([CH3:12])[CH3:13])=[O:16])[CH2:22][CH2:21]2)[cH:8][cH:9]1. Starting materials: CC1NCCN(CCCOCc2ccccc2)C1=O, CO, [Pd]. Yields the product CC1NCCN(CCCO)C1=O. RXN SMILES: [CH2:1]([c:2]1[cH:3][cH:4][cH:5][cH:6][cH:7]1)[O:8][CH2:9][CH2:10][CH2:11][N:12]1[C:13](=[O:19])[CH:14]([CH3:18])[NH:15][CH2:16][CH2:17]1.[CH3:20][OH:21].[Pd:22]>>[OH:8][CH2:9][CH2:10][CH2:11][N:12]1[C:13](=[O:19])[CH:14]([CH3:18])[NH:15][CH2:16][CH2:17]1.